Dataset: the Open Reaction Database (ORD), a public repository of structured organic reaction records. Task: describe an organic reaction: reactants, conditions, products, and yield Starting materials: FC=1C=C(C(=O)NC2=CC=C(C3=CC=CC=C23)OC2=NC(=NC=C2)S(=O)(=O)C)C=C(C1)N1CCOCC1 (3-fluoro-N-(4-{[2-(methylsulfonyl)pyrimidin-4-yl]oxy}-1-naphthyl)-5-morpholin-4-ylbenzamide), N1CCOCC1 (morpholine). Run in CS(=O)C (DMSO), C(Cl)Cl (CH2Cl2). Reaction conditions: temperature 80 celsius. Product: FC=1C=C(C(=O)NC2=CC=C(C3=CC=CC=C23)OC2=NC(=NC=C2)N2CCOCC2)C=C(C1)N1CCOCC1 (3-fluoro-5-morpholin-4-yl-N-{4-[(2-morpholin-4-ylpyrimidin-4-yl)oxy]-1-naphthyl}benzamide). Yield: 47.2%. RXN SMILES: [F:1][C:2]1[CH:3]=[C:4]([CH:29]=[C:30]([N:32]2[CH2:37][CH2:36][O:35][CH2:34][CH2:33]2)[CH:31]=1)[C:5]([NH:7][C:8]1[C:17]2[C:12](=[CH:13][CH:14]=[CH:15][CH:16]=2)[C:11]([O:18][C:19]2[CH:24]=[CH:23][N:22]=[C:21](S(C)(=O)=O)[N:20]=2)=[CH:10][CH:9]=1)=[O:6].[NH:38]1[CH2:43][CH2:42][O:41][CH2:40][CH2:39]1>CS(C)=O.C(Cl)Cl>[F:1][C:2]1[CH:3]=[C:4]([CH:29]=[C:30]([N:32]2[CH2:37][CH2:36][O:35][CH2:34][CH2:33]2)[CH:31]=1)[C:5]([NH:7][C:8]1[C:17]2[C:12](=[CH:13][CH:14]=[CH:15][CH:16]=2)[C:11]([O:18][C:19]2[CH:24]=[CH:23][N:22]=[C:21]([N:38]3[CH2:43][CH2:42][O:41][CH2:40][CH2:39]3)[N:20]=2)=[CH:10][CH:9]=1)=[O:6]. Reported procedure: A mixture of 3-fluoro-N-(4-{[2-(methylsulfonyl)pyrimidin-4-yl]oxy}-1-naphthyl)-5-morpholin-4-ylbenzamide (0.1 mmol) and morpholine (0.087 ml, 1.0 mmol) in DMSO (0.5 ml) is heated at 80° C. for 6 h. The resulting mixture is diluted with CH2Cl2 (2 ml), washed with 0.01 N NaOH, and dried over sodium sulfate. After evaporation to dryness, the residue is purified by column chromatography on silica gel (50% EtOAc in hexane) to give 3-fluoro-5-morpholin-4-yl-N-{4-[(2-morpholin-4-ylpyrimidin-4-yl)oxy]-1... Starting materials: [Si](C)(C)(C(C)(C)C)OC1C(OCC1)=O (3-(tert-butyldimethylsilyloxy)dihydrofuran-2(3H)-one), N (ammonia). Run in CO (methanol), CO (methanol). Reaction conditions: time 2 day. Product: [Si](C)(C)(C(C)(C)C)O[C@H](C(=O)N)CCO ((S)-2-(tert-butyldimethylsilyloxy)-4-hydroxybutanamide). RXN SMILES: [Si:1]([O:8][CH:9]1[CH2:13][CH2:12][O:11][C:10]1=[O:14])([C:4]([CH3:7])([CH3:6])[CH3:5])([CH3:3])[CH3:2].[NH3:15]>CO>[Si:1]([O:8][C@@H:9]([CH2:13][CH2:12][OH:11])[C:10]([NH2:15])=[O:14])([C:4]([CH3:7])([CH3:6])[CH3:5])([CH3:3])[CH3:2]. Procedure: To a solution of 3-(tert-butyldimethylsilyloxy)dihydrofuran-2(3H)-one (11 g, 49 mmol) in methanol was added 7 N ammonia in methanol (20 mL, 140 mmol). The reaction was stirred in a sealed tube for 2 days. The solvent was removed in vacuo to yield (S)-2-(tert-butyldimethylsilyloxy)-4-hydroxybutanamide (4.85 g, 20.8 mmol) as a white solid. [M+H] calc'd for C10H23NO3Si, 234. found, 234. The reactants are COC1=C(C=CC(=N1)C1=NN2C(C(CCC2)C(=O)OCC)=N1)N1C=NC(=C1)C (Ethyl 2-[6-methoxy-5-(4-methyl-1H-imidazol-1-yl)pyridin-2-yl]-5,6,7,8-tetrahydro[1,2,4]triazolo[1,5-a]pyridine-8-carboxylate), Cl (hydrochloric acid). Solvent: C1CCOC1 (THF), CO (methanol), [OH-].[Na+] (sodium hydroxide). Conditions: time 2 day. Yields the product COC1=C(C=CC(=N1)C1=NN2C(C(CCC2)C(=O)O)=N1)N1C=NC(=C1)C (2-[6-methoxy-5-(4-methyl-1H-imidazol-1-yl)pyridin-2-yl]-5,6,7,8-tetrahydro[1,2,4]triazolo[1,5-a]pyridine-8-carboxylic acid). As a reaction SMILES: [CH3:1][O:2][C:3]1[N:8]=[C:7]([C:9]2[N:22]=[C:12]3[CH:13]([C:17]([O:19]CC)=[O:18])[CH2:14][CH2:15][CH2:16][N:11]3[N:10]=2)[CH:6]=[CH:5][C:4]=1[N:23]1[CH:27]=[C:26]([CH3:28])[N:25]=[CH:24]1.Cl>C1COCC1.CO.[OH-].[Na+]>[CH3:1][O:2][C:3]1[N:8]=[C:7]([C:9]2[N:22]=[C:12]3[CH:13]([C:17]([OH:19])=[O:18])[CH2:14][CH2:15][CH2:16][N:11]3[N:10]=2)[CH:6]=[CH:5][C:4]=1[N:23]1[CH:27]=[C:26]([CH3:28])[N:25]=[CH:24]1 |f:4.5|. Procedure details: Ethyl 2-[6-methoxy-5-(4-methyl-1H-imidazol-1-yl)pyridin-2-yl]-5,6,7,8-tetrahydro[1,2,4]triazolo[1,5-a]pyridine-8-carboxylate (331 mg) was dissolved in a mixed solvent of THF (5 mL) and methanol (5 mL) A 5 N sodium hydroxide aqueous solution (693 μL) was added and the mixture was stirred at room temperature for two days. The reaction solution was neutralized with 5 N hydrochloric acid (693 μl), and then concentrated under reduced pressure to remove the organic solvent. Methanol (2 mL) was added t... Starting materials: CC1=C(C(=NO1)C1=CC=NC=C1)COC1=NC=C(C(=O)O)C=C1 (6-(5-methyl-3-pyridin-4-yl-isoxazol-4-ylmethoxy)-nicotinic acid), N1CCSCC1 (thiomorpholine). Product: CC1=C(C(=NO1)C1=CC=NC=C1)COC1=CC=C(C=N1)C(=O)N1CCSCC1 ([6-(5-Methyl-3-pyridin-4-yl-isoxazol-4-ylmethoxy)-pyridin-3-yl]-thiomorpholin-4-yl-methanone). Isolated yield 47.0%. RXN SMILES: [CH3:1][C:2]1[O:6][N:5]=[C:4]([C:7]2[CH:12]=[CH:11][N:10]=[CH:9][CH:8]=2)[C:3]=1[CH2:13][O:14][C:15]1[CH:23]=[CH:22][C:18]([C:19]([OH:21])=O)=[CH:17][N:16]=1.[NH:24]1[CH2:29][CH2:28][S:27][CH2:26][CH2:25]1>>[CH3:1][C:2]1[O:6][N:5]=[C:4]([C:7]2[CH:8]=[CH:9][N:10]=[CH:11][CH:12]=2)[C:3]=1[CH2:13][O:14][C:15]1[N:16]=[CH:17][C:18]([C:19]([N:24]2[CH2:29][CH2:28][S:27][CH2:26][CH2:25]2)=[O:21])=[CH:22][CH:23]=1. Reported procedure: As described for example 147, 6-(5-methyl-3-pyridin-4-yl-isoxazol-4-ylmethoxy)-nicotinic acid (93 mg, 0.3 mmol) was converted, using thiomorpholine instead of cyclopropylmethylamine, to the title compound (56 mg, 47%) which was obtained as an off white solid. MS: m/e=397.3 [M+H]+. The reactants are C(C1=CC=CC=C1)N1CC2CCOC2(C1)C#N (7-benzyl-1-cyano-2-oxa-7-aza-bicyclo[3.3.0]octane), [H-].[Al+3].[Li+].[H-].[H-].[H-] (lithium aluminium hydride), O (water), [OH-].[K+] (potassium hydroxide), O (water). Solvent: O1CCCC1 (tetrahydrofuran). The product is NCC12OCCC2CN(C1)CC1=CC=CC=C1 (1-Aminomethyl-7-benzyl-2-oxa-7-aza-bicyclo[3.3.0]octane). Reaction SMILES: [CH2:1]([N:8]1[CH2:15][C:14]2([C:16]#[N:17])[CH:10]([CH2:11][CH2:12][O:13]2)[CH2:9]1)[C:2]1[CH:7]=[CH:6][CH:5]=[CH:4][CH:3]=1.[H-].[Al+3].[Li+].[H-].[H-].[H-].O.[OH-].[K+]>O1CCCC1>[NH2:17][CH2:16][C:14]12[CH2:15][N:8]([CH2:1][C:2]3[CH:7]=[CH:6][CH:5]=[CH:4][CH:3]=3)[CH2:9][CH:10]1[CH2:11][CH2:12][O:13]2 |f:1.2.3.4.5.6,8.9|. Procedure details: 10.2 g (40 mmol, 90% pure) of 7-benzyl-1-cyano-2-oxa-7-aza-bicyclo[3.3.0]octane are added dropwise to 2 g of lithium aluminium hydride in 100 ml of absolute tetrahydrofuran and the mixture is subsequently stirred under reflux for 15 hours. 2 ml each of water, 15% strength potassium hydroxide solution, and again water, are added dropwise, the inorganic salts are filtered off with suction, and the filtrate is concentrated and distilled. Yield: 7.7 g (83% of theory). Starting materials: C(=O)O (formic acid), C([O-])([O-])=O.[K+].[K+] (potassium carbonate), C(=O)=O (CO2), 2-N-morpholino-4,6-bis[N-n-butyl-(2,2,6,6-tetramethylpiperidin-4-yl)amino]-1,3,5-triazine, C1CO1 (ethylene oxide), CC1(NC(CC(C1)NC1CC(NC(C1)(C)C)(C)C)(C)C)C (bis(2,2,6,6-tetramethylpiperidin-4-yl)amine), CSC[C@@H](C(=O)O)NC(=O)CC1C2=CC=CC=C2C3=CC=CC=C13 (A-336), aqueous solution, C=O (formaldehyde). Yields the product HALS diol, CN(C1CC(NC(C1)(C)C)(C)C)C1CC(NC(C1)(C)C)(C)C (methyl-bis(2,2,6,6-tetramethylpiperidin-4-yl)amine). Isolated yield 49.0%. Reaction SMILES: [CH2:1]1OC1.[CH3:4][C:5]1([CH3:24])[CH2:10][CH:9]([NH:11][CH:12]2[CH2:17][C:16]([CH3:19])([CH3:18])[NH:15][C:14]([CH3:21])([CH3:20])[CH2:13]2)[CH2:8][C:7]([CH3:23])([CH3:22])[NH:6]1.CSC[C@H](NC(CC1C2C(=CC=CC=2)C2C1=CC=CC=2)=O)C(O)=O.C=O.C(O)=O.C(=O)=O.C(=O)([O-])[O-].[K+].[K+]>>[CH3:1][N:11]([CH:12]1[CH2:17][C:16]([CH3:19])([CH3:18])[NH:15][C:14]([CH3:21])([CH3:20])[CH2:13]1)[CH:9]1[CH2:10][C:5]([CH3:24])([CH3:4])[NH:6][C:7]([CH3:23])([CH3:22])[CH2:8]1 |f:6.7.8|. Reported procedure: ) In accordance with the general procedure of Example 1b), the HALS diol (204) is prepared starting from 2-N-morpholino-4,6-bis[N-n-butyl-(2,2,6,6-tetramethylpiperidin-4-yl)amino]-1,3,5-triazine (Example yl) with ethylene oxide; m.p. 114°-117° C. Analysis: calcd: C 65.84%; H 10.45%; N 16.60%. found: C 65.86%; H 10.33%; N 16.01%. ##STR61## δ) 1.) 40.48 g (0.14 mol) of bis(2,2,6,6-tetramethylpiperidin-4-yl)amine [EP-A-336 895, Ciba-Geigy] and 11.4 g (0.14 mol) of a 36% aqueous solution of formalde... The reactants are C(C)(=O)[O-].[Na+] (Sodium acetate), O.[PH2](=O)[O-].[Na+] (sodium hypophosphite hydrate), ClC1(CCC2=C(NC1=O)C=CC1=CC=CC=C12)Cl (3,3-dichloro-4-oxo-2,3,4,5-tetrahydro-1H-naphtho- [2,1-b]azepine). The reagents and catalysts are [Pd] (palladium on carbon). Solvent: C(C)(=O)O (acetic acid). Conditions: temperature 56 celsius, time 20 hour. Product: ClC1CCC2=C(NC1=O)C=CC1=CC=CC=C12 (3-chloro-4-oxo-2,3,4,5-tetrahydro-1H-naphtho-[2,1-b]azepine). Isolated yield 77.7%. RXN SMILES: [Cl:1][C:2]1(Cl)[C:8](=[O:9])[NH:7][C:6]2[CH:10]=[CH:11][C:12]3[C:17]([C:5]=2[CH2:4][CH2:3]1)=[CH:16][CH:15]=[CH:14][CH:13]=3.C([O-])(=O)C.[Na+].O.[PH2]([O-])=O.[Na+]>C(O)(=O)C.[Pd]>[Cl:1][CH:2]1[C:8](=[O:9])[NH:7][C:6]2[CH:10]=[CH:11][C:12]3[C:17]([C:5]=2[CH2:4][CH2:3]1)=[CH:16][CH:15]=[CH:14][CH:13]=3 |f:1.2,3.4.5|. Procedure: A solution of 3,3-dichloro-4-oxo-2,3,4,5-tetrahydro-1H-naphtho- [2,1-b]azepine (28.0 g, 100 mmol) in glacial acetic acid (250 ml) was placed under an atmosphere of nitrogen. Sodium acetate (22.6 g, 275 mmol), sodium hypophosphite hydrate (24.6 g, 280 mmol) and palladium on carbon (10%, 1.5 g) were added. The reaction mixture was stirred at 56° C. for 20 h under an atmosphere of nitrogen. The mixture was allowed to cool to ambient temperature and then filtered. The solid was boiled with THF (3×70...